Dataset: the Open Reaction Database (ORD), a public repository of structured organic reaction records. Task: describe an organic reaction: reactants, conditions, products, and yield The reactants are CCc1cc2c(=O)n(Cc3ccc(OC)cc3OC)c(=O)n(Cc3ccc(-c4ccccc4C#N)cc3)c2s1, Cc1ccccc1, O=C(O)C(F)(F)F. The product is CCc1cc2c(=O)[nH]c(=O)n(Cc3ccc(-c4ccccc4C#N)cc3)c2s1. Reaction SMILES: [CH3:1][O:2][c:3]1[cH:4][c:5]([O:34][CH3:35])[cH:36][cH:37][c:38]1[CH2:39][n:6]1[c:7](=[O:33])[n:8]([CH2:18][c:19]2[cH:20][cH:21][c:22](-[c:25]3[c:26]([C:31]#[N:32])[cH:27][cH:28][cH:29][cH:30]3)[cH:23][cH:24]2)[c:9]2[c:10]([c:11]1=[O:12])[cH:13][c:14]([CH2:16][CH3:17])[s:15]2.[CH3:47][c:48]1[cH:49][cH:50][cH:51][cH:52][cH:53]1.[OH:40][C:41]([C:42]([F:43])([F:44])[F:45])=[O:46]>>[nH:6]1[c:7](=[O:33])[n:8]([CH2:18][c:19]2[cH:20][cH:21][c:22](-[c:25]3[c:26]([C:31]#[N:32])[cH:27][cH:28][cH:29][cH:30]3)[cH:23][cH:24]2)[c:9]2[c:10]([c:11]1=[O:12])[cH:13][c:14]([CH2:16][CH3:17])[s:15]2.